Dataset: the Open Reaction Database (ORD), a public repository of structured organic reaction records. Task: describe an organic reaction: reactants, conditions, products, and yield The reactants are C(C(=C)C)(=O)OCCN(C)C (methacryloyloxyethyl-N,N-dimethylamine), COC1=CC=C(O)C=C1 (hydroquinone monomethyl ether), C(C1=CC=CC=C1)Cl (benzyl chloride). The solvent is CC(=O)C (acetone). Run at time 15 minute. The product is [Cl-].C(C(=C)C)(=O)OCC[N+](C)(C)CC1=CC=CC=C1 (methacryloyloxyethyl-N,N-dimethylbenzylammonium chloride). As a reaction SMILES: [C:1]([O:6][CH2:7][CH2:8][N:9]([CH3:11])[CH3:10])(=[O:5])[C:2]([CH3:4])=[CH2:3].COC1C=CC(O)=CC=1.[CH2:21]([Cl:28])[C:22]1[CH:27]=[CH:26][CH:25]=[CH:24][CH:23]=1>CC(C)=O>[Cl-:28].[C:1]([O:6][CH2:7][CH2:8][N+:9]([CH2:21][C:22]1[CH:27]=[CH:26][CH:25]=[CH:24][CH:23]=1)([CH3:11])[CH3:10])(=[O:5])[C:2]([CH3:4])=[CH2:3] |f:4.5|. Procedure: Into a two-necked flask provided with a reflux condenser and a dropping funnel were introduced 94.3 g (0.6 mol) of methacryloyloxyethyl-N,N-dimethylamine, 152 g of acetone and 0.1 g of hydroquinone monomethyl ether, which was employed as a polymerization inhibitor, and then mixed homogeneously. After dropping 75.9 g (0.6 mol) of benzyl chloride thereinto within about 15 minutes, the mixture was allowed to stand overnight under stirring at room temperature. Then the reaction mixture was washed wi... Yield: 72.0%. Starting materials: FC(C(=O)O)(F)F (trifluoroacetic acid), FC1(CCC(CC1)=O)F (4,4-difluorocyclohexanone), C(C)(=O)O[BH-](OC(C)=O)OC(C)=O.C[N+](C)(C)C (tetramethylammonium triacetoxyborohydride), NC1=C(C(=O)OC(C)(C)C)C=CC(=C1)N1CCN(CC1)C (tert-butyl 2-amino-4-(4-methylpiperazin-1-yl)benzoate). Yields the product FC1(CCC(CC1)NC1=C(C(=O)OC(C)(C)C)C=CC(=C1)N1CCN(CC1)C)F (tert-butyl 2-(4,4-difluorocyclohexylamino)-4-(4-methylpiperazin-1-yl)benzoate), gum. As a reaction SMILES: FC(F)(F)C(O)=O.[F:8][C:9]1([F:16])[CH2:14][CH2:13][C:12](=O)[CH2:11][CH2:10]1.C(O[BH-](OC(=O)C)OC(=O)C)(=O)C.C[N+](C)(C)C.[NH2:35][C:36]1[CH:48]=[C:47]([N:49]2[CH2:54][CH2:53][N:52]([CH3:55])[CH2:51][CH2:50]2)[CH:46]=[CH:45][C:37]=1[C:38]([O:40][C:41]([CH3:44])([CH3:43])[CH3:42])=[O:39]>ClCCl.C(OCC)(=O)C>[F:8][C:9]1([F:16])[CH2:14][CH2:13][CH:12]([NH:35][C:36]2[CH:48]=[C:47]([N:49]3[CH2:54][CH2:53][N:52]([CH3:55])[CH2:51][CH2:50]3)[CH:46]=[CH:45][C:37]=2[C:38]([O:40][C:41]([CH3:44])([CH3:43])[CH3:42])=[O:39])[CH2:11][CH2:10]1 |f:2.3|. The solvent is C(C)(=O)OCC (ethyl acetate), ClCCl (dichloromethane). Procedure: 1.045 ml (13.57 mmol) of trifluoroacetic acid, 1 g (7.46 mmol) of 4,4-difluorocyclohexanone and 2.158 g (8.20 mmol) of tetramethylammonium triacetoxyborohydride are added to 1.521 g (5.22 mmol) of tert-butyl 2-amino-4-(4-methylpiperazin-1-yl)benzoate dissolved in 60 ml of dichloromethane. The reaction is left under stirring at room temperature for 24 hours. The solvent is evaporated and then the crude reaction product is redissolved in 30 ml of ethyl acetate. The solution is successively washed ... Reaction conditions: time 24 hour. Reactants: FC1=CC=C(C=C1)[N+](=O)[O-] (1-fluoro-4-nitro-benzene), C(=O)(OC(C)(C)C)NCCCO (3-(Boc-amino)-1-propanol), [H-].[Na+] (sodium hydride). Solvent: O1CCCC1 (tetrahydrofuran), O1CCCC1 (tetrahydrofuran), [Cl-].[NH4+] (ammonium chloride). Run at time 15 minute. The product is C(C)(C)(C)OC(NCCCOC1=CC=C(C=C1)[N+](=O)[O-])=O ([3-(4-nitrophenoxy)propyl]carbamic acid tert-butyl ester). The yield is 76.4%. Reaction SMILES: [H-].[Na+].[C:3]([NH:10][CH2:11][CH2:12][CH2:13][OH:14])([O:5][C:6]([CH3:9])([CH3:8])[CH3:7])=[O:4].F[C:16]1[CH:21]=[CH:20][C:19]([N+:22]([O-:24])=[O:23])=[CH:18][CH:17]=1>O1CCCC1.[Cl-].[NH4+]>[C:6]([O:5][C:3](=[O:4])[NH:10][CH2:11][CH2:12][CH2:13][O:14][C:16]1[CH:21]=[CH:20][C:19]([N+:22]([O-:24])=[O:23])=[CH:18][CH:17]=1)([CH3:7])([CH3:8])[CH3:9] |f:0.1,5.6|. Procedure details: To a suspension of sodium hydride (2.48 g, 98.1 mmol) (Aldrich, 95%) in tetrahydrofuran (150 mL) was added a solution of 3-(Boc-amino)-1-propanol (8.1 g, 46.8 mmol) (Aldrich) in tetrahydrofuran (25 mL) at −10° C. After stirred for 15 minutes, the reaction was allowed to warm to room temperature and stirred for a further 30 minute. To this mixture was added a solution of 1-fluoro-4-nitro-benzene (6.92 g, 49.07 mmol) (Aldrich) and the reaction was stirred at room temperature for 2 hours. The resul... The reactants are BrC1=CC2=C(C=C1)OCO2 (4-bromo-1,2-methylenedioxybenzene), CN(C)C(C1C(CCCC1)=O)C1=CC(=CC=C1)OC (2-[dimethylamino-(3-methoxyphenyl)methyl]cyclohexanone), [Cl-].[NH4+] (ammonium chloride), C(CCC)[Li] (n-butyllithium). Run in O1CCCC1 (tetrahydrofuran), O1CCCC1 (tetrahydrofuran). Reaction conditions: temperature -70 celsius. Yields the product crude base, Cl.O1COC2=C1C=CC(=C2)C2(C(CCCC2)C(C2=CC(=CC=C2)OC)N(C)C)O (1-benzo[1,3]dioxol-5-yl-2-[dimethylamino-(3-methoxyphenyl)methyl]cyclohexanol, hydrochloride). The yield is 43.2%. As a reaction SMILES: Br[C:2]1[CH:7]=[CH:6][C:5]2[O:8][CH2:9][O:10][C:4]=2[CH:3]=1.C([Li])CCC.[CH3:16][N:17]([CH:19]([C:27]1[CH:32]=[CH:31][CH:30]=[C:29]([O:33][CH3:34])[CH:28]=1)[CH:20]1[CH2:25][CH2:24][CH2:23][CH2:22][C:21]1=[O:26])[CH3:18].[Cl-:35].[NH4+]>O1CCCC1>[ClH:35].[O:8]1[C:5]2[CH:6]=[CH:7][C:2]([C:21]3([OH:26])[CH2:22][CH2:23][CH2:24][CH2:25][CH:20]3[CH:19]([N:17]([CH3:18])[CH3:16])[C:27]3[CH:32]=[CH:31][CH:30]=[C:29]([O:33][CH3:34])[CH:28]=3)=[CH:3][C:4]=2[O:10][CH2:9]1 |f:3.4,6.7|. Procedure: 2.61 g (13.0 mmole) of 4-bromo-1,2-methylenedioxybenzene were dissolved in 10 ml of tetrahydrofuran and cooled to −70° C. under nitrogen in a dry ice/isopropanol bath. 7.9 ml (13.0 mmole) of n-butyllithium (1.6 M in hexane) were added dropwise while stirring so that the temperature did not rise above −60° C. The reaction mixture was stirred for a further 30 minutes and then 3.0 g (10.8 mmole) of the 2-[dimethylamino-(3-methoxyphenyl)methyl]cyclohexanone prepared according to Example 9 and dissol... Starting materials: O=C([O-])[O-], CI, [Cs+], [Cs+], COc1cc(C(=O)c2ncc3c(O)cccn23)ccc1N, [Na+], CN(C)C=O, O=C([O-])O. The product is COc1cc(C(=O)c2ncc3c(OC)cccn23)ccc1N. As a reaction SMILES: [C:1](=[O:2])([O-:3])[O-:4].[CH3:7][I:8].[Cs+:5].[Cs+:6].[NH2:9][c:10]1[c:11]([O:28][CH3:29])[cH:12][c:13]([C:16](=[O:17])[c:18]2[n:19][cH:20][c:21]3[n:22]2[cH:23][cH:24][cH:25][c:26]3[OH:27])[cH:14][cH:15]1.[Na+:30].[O:35]=[CH:36][N:37]([CH3:38])[CH3:39].[OH:31][C:32](=[O:33])[O-:34]>>[CH3:1][O:27][c:26]1[c:21]2[cH:20][n:19][c:18]([C:16]([c:13]3[cH:12][c:11]([O:28][CH3:29])[c:10]([NH2:9])[cH:15][cH:14]3)=[O:17])[n:22]2[cH:23][cH:24][cH:25]1. Product: COC(=O)c1cc(-c2ccncc2)ccc1NC(=O)COCC(=O)Nc1ccccc1Cc1ccccc1. Reactants: O=C([O-])[O-], COC(=O)c1cc(Br)ccc1NC(=O)COCC(=O)Nc1ccccc1Cc1ccccc1, C1CCOC1, CC1(C)OB(c2ccncc2)OC1(C)C, [Cs+], [Cs+], c1ccc(P(c2ccccc2)(c2ccccc2)[Pd](P(c2ccccc2)(c2ccccc2)c2ccccc2)(P(c2ccccc2)(c2ccccc2)c2ccccc2)P(c2ccccc2)(c2ccccc2)c2ccccc2)cc1. As a reaction SMILES: [C:49](=[O:50])([O-:51])[O-:52].[CH2:1]([c:2]1[c:3]([NH:8][C:9]([CH2:10][O:11][CH2:12][C:13](=[O:14])[NH:15][c:16]2[c:17]([C:18](=[O:19])[O:20][CH3:21])[cH:22][c:23]([Br:26])[cH:24][cH:25]2)=[O:27])[cH:4][cH:5][cH:6][cH:7]1)[c:28]1[cH:29][cH:30][cH:31][cH:32][cH:33]1.[CH2:55]1[O:56][CH2:57][CH2:58][CH2:59]1.[CH3:34][C:35]1([CH3:36])[C:37]([CH3:38])([CH3:39])[O:40][B:41]([c:42]2[cH:43][cH:44][n:45][cH:46][cH:47]2)[O:48]1.[Cs+:53].[Cs+:54].[cH:60]1[cH:61][cH:62][c:63]([P:64]([Pd:65]([P:66]([c:67]2[cH:68][cH:69][cH:70][cH:71][cH:72]2)([c:73]2[cH:74][cH:75][cH:76][cH:77][cH:78]2)[c:79]2[cH:80][cH:81][cH:82][cH:83][cH:84]2)([P:85]([c:86]2[cH:87][cH:88][cH:89][cH:90][cH:91]2)([c:92]2[cH:93][cH:94][cH:95][cH:96][cH:97]2)[c:98]2[cH:99][cH:100][cH:101][cH:102][cH:103]2)[P:104]([c:105]2[cH:106][cH:107][cH:108][cH:109][cH:110]2)([c:111]2[cH:112][cH:113][cH:114][cH:115][cH:116]2)[c:117]2[cH:118][cH:119][cH:120][cH:121][cH:122]2)([c:123]2[cH:124][cH:125][cH:126][cH:127][cH:128]2)[c:129]2[cH:130][cH:131][cH:132][cH:133][cH:134]2)[cH:135][cH:136]1>>[CH2:1]([c:2]1[c:3]([NH:8][C:9]([CH2:10][O:11][CH2:12][C:13](=[O:14])[NH:15][c:16]2[c:17]([C:18](=[O:19])[O:20][CH3:21])[cH:22][c:23](-[c:42]3[cH:43][cH:44][n:45][cH:46][cH:47]3)[cH:24][cH:25]2)=[O:27])[cH:4][cH:5][cH:6][cH:7]1)[c:28]1[cH:29][cH:30][cH:31][cH:32][cH:33]1.